From a dataset of the Open Reaction Database (ORD), a public repository of structured organic reaction records. describe an organic reaction: reactants, conditions, products, and yield Reactants: C(#N)C1=CC=C(CNC(C(OC)C2=CC=C(C=C2)O)=O)C=C1 ((RS)-N-(4-cyano-benzyl)-2-(4-hydroxy-phenyl)-2-methoxy-acetamide), C(C)I.C([O-])([O-])=O.[Cs+].[Cs+] (ethyl iodide cesium carbonate). The solvent is CN(C)C=O (DMF). The product is C(#N)C1=CC=C(CNC(C(OC)C2=CC=C(C=C2)OCC)=O)C=C1 ((RS)-N-(4-cyano-benzyl)-2-(4-ethoxy-phenyl)-2-methoxy-acetamide). As a reaction SMILES: [C:1]([C:3]1[CH:22]=[CH:21][C:6]([CH2:7][NH:8][C:9](=[O:20])[CH:10]([C:13]2[CH:18]=[CH:17][C:16]([OH:19])=[CH:15][CH:14]=2)[O:11][CH3:12])=[CH:5][CH:4]=1)#[N:2].[CH2:23](I)[CH3:24].C(=O)([O-])[O-].[Cs+].[Cs+]>CN(C=O)C>[C:1]([C:3]1[CH:4]=[CH:5][C:6]([CH2:7][NH:8][C:9](=[O:20])[CH:10]([C:13]2[CH:18]=[CH:17][C:16]([O:19][CH2:23][CH3:24])=[CH:15][CH:14]=2)[O:11][CH3:12])=[CH:21][CH:22]=1)#[N:2] |f:1.2.3.4|. Procedure details: In analogy to example 16.4, (RS)-N-(4-cyano-benzyl)-2-(4-hydroxy-phenyl)-2-methoxy-acetamide was alkylated with ethyl iodide/cesium carbonate in DMF to give (RS)-N-(4-cyano-benzyl)-2-(4-ethoxy-phenyl)-2-methoxy-acetamide as a colorless solid. MS 325.3 ([M+H]+) Reactants: N[C@@H]1[C@@H](CN(CC1)C(=O)OC(C)(C)C)OC (tert-butyl cis(±)-4-amino-3-methoxypiperidine-1-carboxylate), CCN=C=NCCCN(C)C.Cl (WSC hydrochloride), N[C@@H]1[C@@H](CN(CC1)C(=O)OC(C)(C)C)OC (tert-Butyl cis(±)-4-amino-3-methoxypiperidine-1-carboxylate), C(C)C1=CN=C(N1)C(=O)O (5-ethyl-1H-imidazole-2-carboxylic acid). Reagents/catalysts: CN(C)C=1C=CN=CC1 (DMAP). Yields the product C(C)C1=CN=C(N1)C(=O)N[C@@H]1[C@@H](CN(CC1)C(=O)OC(C)(C)C)OC (tert-Butyl cis(±)-4-{[(5-ethyl-1H-imidazol-2-yl)carbonyl]amino}-3-methoxypiperidine-1-carboxylate). Isolated yield 55.0%. As a reaction SMILES: [NH2:1][C@H:2]1[CH2:7][CH2:6][N:5]([C:8]([O:10][C:11]([CH3:14])([CH3:13])[CH3:12])=[O:9])[CH2:4][C@H:3]1[O:15][CH3:16].[CH2:17]([C:19]1[NH:23][C:22]([C:24](O)=[O:25])=[N:21][CH:20]=1)[CH3:18].CCN=C=NCCCN(C)C.Cl>CN(C1C=CN=CC=1)C>[CH2:17]([C:19]1[NH:23][C:22]([C:24]([NH:1][C@H:2]2[CH2:7][CH2:6][N:5]([C:8]([O:10][C:11]([CH3:12])([CH3:13])[CH3:14])=[O:9])[CH2:4][C@H:3]2[O:15][CH3:16])=[O:25])=[N:21][CH:20]=1)[CH3:18] |f:2.3|. Procedure details: The same operation as in Example (1g) was performed using tert-butyl cis(±)-4-amino-3-methoxypiperidine-1-carboxylate obtained by the method described in Example (1e) (0.20 g, 0.87 mmol), 5-ethyl-1H-imidazole-2-carboxylic acid obtained in Example (lb) (85 mg, 0.44 mmol), WSC hydrochloride (0.55 g, 2.87 mmol) and DMAP (115 mg, 0.94 mmol), to obtain 85 mg of the title compound as a pale yellow solid (55%). The reactants are C(C)(C)(C)OC(=O)N[C@@H](CC1=CC=C(C=C1)OC(C)(C)C)C(=O)N[C@H](CCC(=O)N)C(=O)NCCCC1=CC=CC=C1 ([N-(tert-butyloxycarbonyl)-O-(tert-butyl)-L-tyrosyl]-N1 -(3-phenylpropyl)-D-glutamamide), Cl (hydrogen chloride). Solvent: C(C)(=O)O (acetic acid). Product: O.Cl.N[C@@H](CC1=CC=C(C=C1)O)C(=O)N[C@H](CCC(=O)N)C(=O)NCCCC1=CC=CC=C1 (L-tyrosyl-N1 -(3-phenylpropyl)-D-glutamamide monohydrochloride hydrate). RXN SMILES: C([O:5]C([NH:8][C@H:9]([C:22]([NH:24][C@@H:25]([C:31]([NH:33][CH2:34][CH2:35][CH2:36][C:37]1[CH:42]=[CH:41][CH:40]=[CH:39][CH:38]=1)=[O:32])[CH2:26][CH2:27][C:28]([NH2:30])=[O:29])=[O:23])[CH2:10][C:11]1[CH:16]=[CH:15][C:14]([O:17]C(C)(C)C)=[CH:13][CH:12]=1)=O)(C)(C)C.[ClH:43]>C(O)(=O)C>[OH2:5].[ClH:43].[NH2:8][C@H:9]([C:22]([NH:24][C@@H:25]([C:31]([NH:33][CH2:34][CH2:35][CH2:36][C:37]1[CH:38]=[CH:39][CH:40]=[CH:41][CH:42]=1)=[O:32])[CH2:26][CH2:27][C:28]([NH2:30])=[O:29])=[O:23])[CH2:10][C:11]1[CH:16]=[CH:15][C:14]([OH:17])=[CH:13][CH:12]=1 |f:3.4.5|. Procedure: A solution of [N-(tert-butyloxycarbonyl)-O-(tert-butyl)-L-tyrosyl]-N1 -(3-phenylpropyl)-D-glutamamide (700 mg.) in acetic acid saturated with hydrogen chloride (15 ml.) was stirred at room temperature for one hour, then stripped of volatiles under vacuum at 40° C. An aqueous solution of the residue was filtered and lyophilized, affording as an amorphous white solid L-tyrosyl-N1 -(3-phenylpropyl)-D-glutamamide monohydrochloride hydrate (4:3) (545 mg.; [α]D25 +46.4°, c=1, methanol), whose free bas... Procedure: Using general method A, using THF instead of DMF as solvent, {3-[(5-chloro-thiophene-2-carbonyl)-amino]-[1,2,4]triazol-1-yl}-acetic acid (example 61.3) was reacted with 1-(N-methyl-4-piperidyl)-piperazine to give 5-chloro-thiophene-2-carboxylic acid (1-{2-[4-(1-methyl-piperidin-4-yl)-piperazin-1-yl]-2-oxo-ethyl}-1H-[1,2,4]triazol-3-yl)-amide. Off-white solid. MS 452.3 ([M+H]+) Solvent: C1CCOC1 (THF). Yields the product CN1CCC(CC1)N1CCN(CC1)C(CN1N=C(N=C1)NC(=O)C=1SC(=CC1)Cl)=O (5-chloro-thiophene-2-carboxylic acid (1-{2-[4-(1-methyl-piperidin-4-yl)-piperazin-1-yl]-2-oxo-ethyl}-1H-[1,2,4]triazol-3-yl)-amide). As a reaction SMILES: [Cl:1][C:2]1[S:6][C:5]([C:7]([NH:9][C:10]2[N:14]=[CH:13][N:12]([CH2:15][C:16]([OH:18])=O)[N:11]=2)=[O:8])=[CH:4][CH:3]=1.[CH3:19][N:20]1[CH2:25][CH2:24][CH:23]([N:26]2[CH2:31][CH2:30][NH:29][CH2:28][CH2:27]2)[CH2:22][CH2:21]1>C1COCC1>[CH3:19][N:20]1[CH2:21][CH2:22][CH:23]([N:26]2[CH2:31][CH2:30][N:29]([C:16](=[O:18])[CH2:15][N:12]3[CH:13]=[N:14][C:10]([NH:9][C:7]([C:5]4[S:6][C:2]([Cl:1])=[CH:3][CH:4]=4)=[O:8])=[N:11]3)[CH2:28][CH2:27]2)[CH2:24][CH2:25]1. Reactants: ClC1=CC=C(S1)C(=O)NC1=NN(C=N1)CC(=O)O ({3-[(5-chloro-thiophene-2-carbonyl)-amino]-[1,2,4]triazol-1-yl}-acetic acid), CN1CCC(CC1)N1CCNCC1 (1-(N-methyl-4-piperidyl)-piperazine). Reactants: CC(=O)O, COc1cc(NC(=O)Nc2ccccc2)ccn1, I. Product: O=C(Nc1ccccc1)Nc1ccnc(O)c1. Reaction SMILES: [CH3:20][C:21](=[O:22])[OH:23].[CH3:2][O:3][c:4]1[n:5][cH:6][cH:7][c:8]([NH:10][C:11](=[O:12])[NH:13][c:14]2[cH:15][cH:16][cH:17][cH:18][cH:19]2)[cH:9]1.[IH:1]>>[OH:3][c:4]1[n:5][cH:6][cH:7][c:8]([NH:10][C:11](=[O:12])[NH:13][c:14]2[cH:15][cH:16][cH:17][cH:18][cH:19]2)[cH:9]1. The reactants are CC(C)C=1C=C(C=O)C=C(C1O)C(C)C (3,5-bis(1-methylethyl)-4-hydroxybenzaldehyde), C(C)(=O)OC(C)=O (acetic anhydride). Reagents/catalysts: CN(C)C=1C=CN=CC1 (DMAP). Solvent: ClCCCl (1,2-dichloroethane). Product: C(C)(=O)OC1=C(C=C(C=O)C=C1C(C)C)C(C)C (4-acetoxy-3,5-Bis(1-methylethyl)benzaldehyde). Reaction SMILES: [CH3:1][CH:2]([C:4]1[CH:5]=[C:6]([CH:9]=[C:10]([CH:13]([CH3:15])[CH3:14])[C:11]=1[OH:12])[CH:7]=[O:8])[CH3:3].[C:16](OC(=O)C)(=[O:18])[CH3:17]>CN(C1C=CN=CC=1)C.ClCCCl>[C:16]([O:12][C:11]1[C:10]([CH:13]([CH3:15])[CH3:14])=[CH:9][C:6]([CH:7]=[O:8])=[CH:5][C:4]=1[CH:2]([CH3:1])[CH3:3])(=[O:18])[CH3:17]. Procedure details: 3,5-bis(1-methylethyl)-4-hydroxybenzaldehyde is acetylated with acetic anhydride in refluxing 1,2-dichloroethane, in the presence of DMAP, to provide 4-acetoxy-3,5-Bis(1-methylethyl)benzaldehyde. This material is converted by the method of example 2 into the title compound, obtained as a white solid, mp 95°-97° after recrystallization from hexane. The reactants are C(CCC)[Li] (n-butyllithium), BrC1=CC(=C(C=C1)SC)OC(C)C (4-bromo-2-prop-2-yloxythioanisole), CN(C=O)C (dimethylformamide), B(F)(F)F.CCOCC (boron trifluoride diethyl etherate). The solvent is hexanes, O1CCCC1 (tetrahydrofuran), O (water). Reaction conditions: temperature -70 celsius, time 1 hour. The product is CSC1=C(C=C(C=O)C=C1)OC(C)C (4-methylthio-3-prop-2-yloxybenzaldehyde). As a reaction SMILES: C([Li])CCC.Br[C:7]1[CH:12]=[CH:11][C:10]([S:13][CH3:14])=[C:9]([O:15][CH:16]([CH3:18])[CH3:17])[CH:8]=1.CN(C)[CH:21]=[O:22].B(F)(F)F.CCOCC>O1CCCC1.O>[CH3:14][S:13][C:10]1[CH:11]=[CH:12][C:7]([CH:21]=[O:22])=[CH:8][C:9]=1[O:15][CH:16]([CH3:18])[CH3:17] |f:3.4|. Procedure: A solution of n-butyllithium in hexanes (14.82 mL; 2.5M) is added to a solution of 4-bromo-2-prop-2-yloxythioanisole (8.8 g) in dry tetrahydrofuran (70 mL), whilst cooling the mixture to -70° C. under nitrogen. The mixture is stirred for 1 hour at -70° C. Dry dimethylformamide (5.22 mL) and boron trifluoride diethyl etherate (8.29 mL) are added sequentially and the mixture is allowed to warm to room temperature. The mixture is poured into water and the product is extracted with dichloromethane. ...